describe an organic reaction: reactants, conditions, products, and yield From a dataset of the Open Reaction Database (ORD), a public repository of structured organic reaction records. Reactants: ClC(C)Cl (dichloroethane), C(C)(=O)O[BH-](OC(C)=O)OC(C)=O.[Na+] (sodium triacetoxyborohydride), C(C)(=O)O (acetic acid), C1(=CC=CC=C1)C1CCC(CC1)=O (4-phenylcyclohexanone), C(OCC)(OCC)OCC (triethyl orthoformate), C(O)([O-])=O.[Na+] (sodium hydrogen carbonate), C(C)C1=NC=CC(=C1Br)N (2-ethyl-3-bromo-4-aminopyridine). The reagents and catalysts are B(F)(F)F.CCOCC (boron trifluoride etherate). The solvent is C(C)O (ethanol). Run at temperature 50 celsius. Product: C(C)C1=NC=CC(=C1Br)N[C@@H]1CC[C@@H](CC1)C1=CC=CC=C1 (2-Ethyl-3-bromo-4-(cis-4-phenylcyclohexylamino)pyridine). RXN SMILES: [C:1]1([CH:7]2[CH2:12][CH2:11][C:10](=O)[CH2:9][CH2:8]2)[CH:6]=[CH:5][CH:4]=[CH:3][CH:2]=1.C(OCC)(OCC)OCC.[CH2:24]([C:26]1[C:31]([Br:32])=[C:30]([NH2:33])[CH:29]=[CH:28][N:27]=1)[CH3:25].ClC(Cl)C.C(O[BH-](OC(=O)C)OC(=O)C)(=O)C.[Na+].C(O)(=O)C.C(=O)([O-])O.[Na+]>C(O)C.B(F)(F)F.CCOCC>[CH2:24]([C:26]1[C:31]([Br:32])=[C:30]([NH:33][C@H:10]2[CH2:11][CH2:12][C@@H:7]([C:1]3[CH:6]=[CH:5][CH:4]=[CH:3][CH:2]=3)[CH2:8][CH2:9]2)[CH:29]=[CH:28][N:27]=1)[CH3:25] |f:4.5,7.8,10.11|. Reported procedure: 3.48 g (20 mmol) of 4-phenylcyclohexanone in 3.3 ml of ethanol are treated with 3.3 ml of triethyl orthoformate and 2 drops of boron trifluoride etherate and warmed at 50° C. for 30 min. After addition of 2.01 g (10mmol) of 2-ethyl-3-bromo-4-aminopyridine the reaction mixture is heated at 135°-140° C. for 3.5-4 hours with simultaneous removal of the low-boiling components by distillation. It is then cooled, 40 ml of dichloroethane, 3.18 g (15 mmol) of sodium triacetoxyborohydride and 0.57 ml (10... The reactants are C(C)OC(CC(C1=C(C(=C(C(=C1)F)Cl)[N+](=O)[O-])Cl)=O)=O (ethyl(2,4-dichloro-5-fluoro-3-nitrobenzoyl)acetate), C(OCC)(OCC)OCC (triethyl orthoformate), C(C)(=O)OC(C)=O (acetic anhydride). Product: ClC1=C(C(=O)C(C(=O)OCC)=COCC)C=C(C(=C1[N+](=O)[O-])Cl)F (Ethyl 2-(2,4-dichloro-5-fluoro-3-nitrobenzoyl)-3-ethoxyacrylate). As a reaction SMILES: [CH2:1]([O:3][C:4](=[O:20])[CH2:5][C:6](=[O:19])[C:7]1[CH:12]=[C:11]([F:13])[C:10]([Cl:14])=[C:9]([N+:15]([O-:17])=[O:16])[C:8]=1[Cl:18])[CH3:2].[CH:21](OCC)(OCC)[O:22][CH2:23][CH3:24].C(OC(=O)C)(=O)C>>[Cl:18][C:8]1[C:9]([N+:15]([O-:17])=[O:16])=[C:10]([Cl:14])[C:11]([F:13])=[CH:12][C:7]=1[C:6]([C:5](=[CH:21][O:22][CH2:23][CH3:24])[C:4]([O:3][CH2:1][CH3:2])=[O:20])=[O:19]. Procedure: 244.8 g of ethyl(2,4-dichloro-5-fluoro-3-nitrobenzoyl)acetate are heated with 166 g of triethyl orthoformate and 185 g of acetic anhydride at 150°-160° C. for 3 hours. The mixture is then concentrated in vacuo, and 270 g of ethyl benzoylethoxyacrylate are obtained as an oily residue.